From a dataset of the Open Reaction Database (ORD), a public repository of structured organic reaction records. describe an organic reaction: reactants, conditions, products, and yield Starting materials: COCCCCN1C(=NC2=C1C=CC=C2)C(=O)N([C@@H]2CN(C[C@@H](C2)C(N(C)OC)=O)C(=O)OC(C)(C)C)CC(C)C (tert-butyl (3S,5R)-3-[{[1-(4-methoxybutyl)-1H-benzimidazol-2-yl]carbonyl}(2-methylpropyl)amino]-5-[methoxy(methyl)carbamoyl]piperidine-1-carboxylate), C[Mg]Br.C1CCOC1 (methyl magnesium bromide THF), [Cl-].[NH4+] (ammonium chloride). Run in C1CCOC1 (THF). Conditions: time 5 hour. Product: C(C)(=O)[C@@H]1C[C@@H](CN(C1)C(=O)OC(C)(C)C)N(CC(C)C)C(=O)C1=NC2=C(N1CCCCOC)C=CC=C2 (tert-butyl (3S,5R)-5-acetyl-3-[{[1-(4-methoxybutyl)-1H-benzimidazol-2-yl]carbonyl}(2-methylpropyl)amino]piperidine-1-carboxylate). Reaction SMILES: [CH3:1][O:2][CH2:3][CH2:4][CH2:5][CH2:6][N:7]1[C:11]2[CH:12]=[CH:13][CH:14]=[CH:15][C:10]=2[N:9]=[C:8]1[C:16]([N:18]([CH2:38][CH:39]([CH3:41])[CH3:40])[C@H:19]1[CH2:24][C@@H:23]([C:25](=[O:30])N(OC)C)[CH2:22][N:21]([C:31]([O:33][C:34]([CH3:37])([CH3:36])[CH3:35])=[O:32])[CH2:20]1)=[O:17].[CH3:42][Mg]Br.C1COCC1.[Cl-].[NH4+]>C1COCC1>[C:25]([C@H:23]1[CH2:22][N:21]([C:31]([O:33][C:34]([CH3:36])([CH3:37])[CH3:35])=[O:32])[CH2:20][C@@H:19]([N:18]([C:16]([C:8]2[N:7]([CH2:6][CH2:5][CH2:4][CH2:3][O:2][CH3:1])[C:11]3[CH:12]=[CH:13][CH:14]=[CH:15][C:10]=3[N:9]=2)=[O:17])[CH2:38][CH:39]([CH3:40])[CH3:41])[CH2:24]1)(=[O:30])[CH3:42] |f:1.2,3.4|. Procedure: To a solution of tert-butyl (3S,5R)-3-[{[1-(4-methoxybutyl)-1H-benzimidazol-2-yl]carbonyl}(2-methylpropyl)amino]-5-[methoxy(methyl)carbamoyl]piperidine-1-carboxylate (1.06 g) in THF (20 ml) was added 1M-methyl magnesium bromide-THF solution (9.24 ml), and the mixture was stirred at room temperature for 5 hr. The reaction mixture was poured into saturated aqueous ammonium chloride solution, and the mixture was extracted with ethyl acetate. The extract was washed with water and saturated brine, an... The reactants are ClC1=C(C(=O)O)C=C(C(=C1)F)C1=NN(C(=C1C)C(F)(F)F)C (2-chloro-5-[1,4-dimethyl-5-(trifluoromethyl)-1H-pyrazol-3-yl]-4-fluorobenzoic acid), C(C(=O)Cl)(=O)Cl (oxalyl chloride), C(Cl)Cl (CH2Cl2). Reagents/catalysts: CN(C)C=O (DMF). Run in CC(C)O (2-propanol), CCOCC (ether). Run at time 20 minute. Product: ClC1=C(C(=O)OC(C)C)C=C(C(=C1)F)C1=NN(C(=C1C)C(F)(F)F)C (2-chloro-5-[1,4-dimethyl-5-(trifluoromethyl)-1H-pyrazol-3-yl]-4-fluorobenzoic acid, 1-methylethyl ester). As a reaction SMILES: [Cl:1][C:2]1[CH:10]=[C:9]([F:11])[C:8]([C:12]2[C:16]([CH3:17])=[C:15]([C:18]([F:21])([F:20])[F:19])[N:14]([CH3:22])[N:13]=2)=[CH:7][C:3]=1[C:4]([OH:6])=[O:5].[C:23](Cl)(=O)[C:24](Cl)=O.[CH2:29](Cl)Cl>CN(C=O)C.CC(O)C.CCOCC>[Cl:1][C:2]1[CH:10]=[C:9]([F:11])[C:8]([C:12]2[C:16]([CH3:17])=[C:15]([C:18]([F:19])([F:20])[F:21])[N:14]([CH3:22])[N:13]=2)=[CH:7][C:3]=1[C:4]([O:6][CH:23]([CH3:24])[CH3:29])=[O:5]. Reported procedure: To a solution of 18 g of 2-chloro-5-[1,4-dimethyl-5-(trifluoromethyl)-1H-pyrazol-3-yl]-4-fluorobenzoic acid. (Ex. 2) in 400 mL of CH2Cl2 was added 10 g of oxalyl chloride and a few drops of DMF. After 20 minutes at room temperature, the reaction was heated to reflux for 2 hr and subsequently concd in vacuo. The resultant solid was dissolved in excess 2-propanol and heated overnight at reflux. The reaction mixture was concd, dissolved in ether, washed with 10% aq. NaOH and saturated brine and con... Reactants: C(C1=CC=CC=C1)(C1=CC=CC=C1)(C1=CC=CC=C1)N1C=NC(=C1)CC1=CC=C(C=C1)C#N (1-trityl-4-(4-cyanobenzyl)-imidazole), S1C(=CC=C1)C1=NC=C(C=C1)CO (2-(thien-2-yl)-5-hydroxymethylpyridine), C(C)(C)N(CC)C(C)C (diisopropylethylamine), FC(S(=O)(=O)OS(=O)(=O)C(F)(F)F)(F)F (trifluoromethane-sulfonic anhydride). Solvent: ClCCl (dichloromethane), ClCCl (dichloromethane). Reaction conditions: temperature -78 celsius, time 1 hour. Yields the product S1C(=CC=C1)C1=NC=C(C=C1)CN1C=NC=C1CC1=CC=C(C=C1)C#N (1-(2-(Thien-2-yl) pyrid-5-ylmethyl)-5-(4-cyanobenzyl)imidazole). RXN SMILES: [S:1]1[CH:5]=[CH:4][CH:3]=[C:2]1[C:6]1[CH:11]=[CH:10][C:9]([CH2:12]O)=[CH:8][N:7]=1.C(N(C(C)C)CC)(C)C.FC(F)(F)S(OS(C(F)(F)F)(=O)=O)(=O)=O.C([N:57]1[CH:61]=[C:60]([CH2:62][C:63]2[CH:68]=[CH:67][C:66]([C:69]#[N:70])=[CH:65][CH:64]=2)[N:59]=[CH:58]1)(C1C=CC=CC=1)(C1C=CC=CC=1)C1C=CC=CC=1>ClCCl>[S:1]1[CH:5]=[CH:4][CH:3]=[C:2]1[C:6]1[CH:11]=[CH:10][C:9]([CH2:12][N:59]2[C:60]([CH2:62][C:63]3[CH:68]=[CH:67][C:66]([C:69]#[N:70])=[CH:65][CH:64]=3)=[CH:61][N:57]=[CH:58]2)=[CH:8][N:7]=1. Reported procedure: To a solution of 2-(thien-2-yl)-5-hydroxymethylpyridine (255 mg, 1.33 mmol) and diisopropylethylamine (0.464 mL, 2.66 mmol) in dichloromethane (7 mL) at -78° C. is added trifluoromethane-sulfonic anhydride (0.224 mL, 1.33 mmol) and the mixture stirred at -78° C. for 1 hour. To this mixture is added a solution of 1-trityl-4-(4-cyanobenzyl)-imidazole (566 mg, 1.33 mmol) in dichloromethane (5 mL). The mixture is allowed to warm to ambient temperature and stirred for 2 hours. The solvent is evaporat... The reactants are ClC=1C(=C(C=2N(N1)C=CN2)NC2=CC=C(C=C2)OCC)C (6-chloro-N-(4-ethoxyphenyl)-7-methylimidazo[1,2-b]pyridazin-8-amine), N[C@@H]1CC[C@@H](CC1)N (cis-1,4-diaminocyclohexane). Run in CO (methanol). Run at temperature 165 celsius. The product is N[C@H]1CC[C@H](CC1)NC=1C(=C(C=2N(N1)C=CN2)NC2=CC=C(C=C2)OCC)C (N6-(cis-4-aminocyclohexyl)-N8-[4-(ethyloxy)phenyl]-7-methylimidazo[1,2-b]pyridazine-6,8-diamine). Isolated yield 11.3%. RXN SMILES: Cl[C:2]1[C:3]([CH3:21])=[C:4]([NH:11][C:12]2[CH:17]=[CH:16][C:15]([O:18][CH2:19][CH3:20])=[CH:14][CH:13]=2)[C:5]2[N:6]([CH:8]=[CH:9][N:10]=2)[N:7]=1.[NH2:22][C@H:23]1[CH2:28][CH2:27][C@@H:26]([NH2:29])[CH2:25][CH2:24]1>CO>[NH2:22][C@@H:23]1[CH2:28][CH2:27][C@H:26]([NH:29][C:2]2[C:3]([CH3:21])=[C:4]([NH:11][C:12]3[CH:17]=[CH:16][C:15]([O:18][CH2:19][CH3:20])=[CH:14][CH:13]=3)[C:5]3[N:6]([CH:8]=[CH:9][N:10]=3)[N:7]=2)[CH2:25][CH2:24]1. Reported procedure: To 6-chloro-N-(4-ethoxyphenyl)-7-methylimidazo[1,2-b]pyridazin-8-amine (40 mg, 0.14 mmol) from Example III(1), step 1d was added cis-1,4-diaminocyclohexane (250 mg, 2.19 mmol). The mixture was allowed to heat at 165° C. for 48 hrs. The reaction mixture then cooled, diluted with methanol and purified by preparative HPLC. The eluent was then concentrated in vacuo, diluted with methanol (2 mL), purified and neutralized by passing through a 500 mg SCX (Cation exchange column). The eluent was concent... Reactants: C(C(C)C)(=O)C1=C(NC2=CC(=CC=C12)C(=O)O)CCC (3-isobutyryl-2-propylindole-6-carboxylic acid), C(C1=CC=CC=C1)O (benzylalcohol), C1(CCCCC1)N=C=NC1CCCCC1 (dicyclohexylcarbodiimide). The reagents and catalysts are CN(C1=CC=NC=C1)C (4-dimethylaminopyridine). The solvent is O1CCCC1 (tetrahydrofuran). Run at temperature 20 celsius, time 8 hour. The product is C(C(C)C)(=O)C1=C(NC2=CC(=CC=C12)C(=O)OCC1=CC=CC=C1)CCC (benzyl 3-isobutyryl-2-propylindole-6-carboxylate). Reaction SMILES: [C:1]([C:6]1[C:14]2[C:9](=[CH:10][C:11]([C:15]([OH:17])=[O:16])=[CH:12][CH:13]=2)[NH:8][C:7]=1[CH2:18][CH2:19][CH3:20])(=[O:5])[CH:2]([CH3:4])[CH3:3].[CH2:21](O)[C:22]1[CH:27]=[CH:26][CH:25]=[CH:24][CH:23]=1.C1(N=C=NC2CCCCC2)CCCCC1>O1CCCC1.CN(C)C1C=CN=CC=1>[C:1]([C:6]1[C:14]2[C:9](=[CH:10][C:11]([C:15]([O:17][CH2:21][C:22]3[CH:27]=[CH:26][CH:25]=[CH:24][CH:23]=3)=[O:16])=[CH:12][CH:13]=2)[NH:8][C:7]=1[CH2:18][CH2:19][CH3:20])(=[O:5])[CH:2]([CH3:4])[CH3:3]. Reported procedure: To a stirred solution of 3-isobutyryl-2-propylindole-6-carboxylic acid (331 mg) in tetrahydrofuran (5 ml) were added benzylalcohol (1.25 ml), dicyclohexylcarbodiimide (303 mg) and 4-dimethylaminopyridine (20 mg) at 20° C. The reaction mixture was stirred at 20° C. for 8 hours. The precipitated urea was filtered off and the filtrate was evaporated in vacuo. The residue was extracted with ethyl acetate and the extract was washed with water two times and brine. The organic phase was dried over sodi...